This data is from the Open Reaction Database (ORD), a public repository of structured organic reaction records. The task is: describe an organic reaction: reactants, conditions, products, and yield Reactants: C(C)C(CC)C1=CC(=NC=2N1N=C(C2C2=CN=C(S2)C=2N(N=CN2)C)C)C (7-(1-ethyl-propyl)-2,5-dimethyl-3-[2-(2-methyl-2H-[1,2,4]triazol-3-yl)-thiazol-5-yl)-pyrazolo[1,5-a]pyrimidine), ClN1C(CCC1=O)=O (N-chlorosuccinimide). Run in ClCCl (dichloromethane), C(C)#N (acetonitrile). Product: hexanes ethyl acetate, ClC=1N=C(SC1C=1C(=NN2C1N=C(C=C2C(CC)CC)C)C)C=2N(N=CN2)C (3-(4-Chloro-2-(2-methyl-2H-[1,2,4]triazol-3-yl)-thiazol-5-yl)-7-(1-ethyl-propyl)-2,5-dimethyl-pyrazolo[1,5-a]pyrimidine). Yield: 74.0%. Reaction SMILES: [CH2:1]([CH:3]([C:6]1[N:11]2[N:12]=[C:13]([CH3:26])[C:14]([C:15]3[S:19][C:18]([C:20]4[N:21]([CH3:25])[N:22]=[CH:23][N:24]=4)=[N:17][CH:16]=3)=[C:10]2[N:9]=[C:8]([CH3:27])[CH:7]=1)[CH2:4][CH3:5])[CH3:2].[Cl:28]N1C(=O)CCC1=O>ClCCl.C(#N)C>[Cl:28][C:16]1[N:17]=[C:18]([C:20]2[N:21]([CH3:25])[N:22]=[CH:23][N:24]=2)[S:19][C:15]=1[C:14]1[C:13]([CH3:26])=[N:12][N:11]2[C:6]([CH:3]([CH2:4][CH3:5])[CH2:1][CH3:2])=[CH:7][C:8]([CH3:27])=[N:9][C:10]=12. Reported procedure: Stir a mixture of 7-(1-ethyl-propyl)-2,5-dimethyl-3-[2-(2-methyl-2H-[1,2,4]triazol-3-yl)-thiazol-5-yl)-pyrazolo[1,5-a]pyrimidine (20 mg, 0.052 mmol) and N-chlorosuccinimide (7.6 mg, 0.0569 mmol) in dichloromethane (0.5 mL) and acetonitrile (0.5 mL) at room temperature overnight in a vial. Concentrate to a residue. Purify by flash chromatography, eluting with hexanes and then with hexanes/ethyl acetate (10/1.5) to give the title compound (16 mg). ES/MS m/z (35Cl) 416.0 (M+1)+. Starting materials: BrC1=CC(=C(C(=O)O)C(=C1)Cl)Cl (4-bromo-2,6-dichlorobenzoic acid), S(=O)(Cl)Cl (thionyl chloride). The solvent is ClCCl (dichloromethane). Yields the product BrC1=CC(=C(C(=O)Cl)C(=C1)Cl)Cl (4-Bromo-2,6-dichlorobenzoyl chloride). Isolated yield 103.1%. Reaction SMILES: [Br:1][C:2]1[CH:10]=[C:9]([Cl:11])[C:5]([C:6](O)=[O:7])=[C:4]([Cl:12])[CH:3]=1.S(Cl)([Cl:15])=O>ClCCl>[Br:1][C:2]1[CH:10]=[C:9]([Cl:11])[C:5]([C:6]([Cl:15])=[O:7])=[C:4]([Cl:12])[CH:3]=1. Procedure: A solution of 4-bromo-2,6-dichlorobenzoic acid (2 g, 7.4 mmol), and thionyl chloride (5.5 mL, 74 mmol) in dichloromethane (30 mL) was heated under refluxed for 5 hours. The reaction mixture was cooled to room temperature and concentrated under vacuum. The resulting mass was taken up in dichloromethane (20 mL) and concentrated under vacuum. The process was repeated 2-3 times to remove excess thionyl chloride. 4-Bromo-2,6-dichlorobenzoyl chloride (2.2 g, 100%) thus formed was used as such for the ... The reactants are COC(\C=C\C=1C=C2C(CC3(CN(CCC3)C(=O)OC(C)(C)C)OC2=CC1)=O)=O ((±)-(E)-3-[1′-tert-butoxycarbonyl-4-oxo-spiro(chromane-2,3′-piperidine)-6-yl]-acrylic acid methyl ester), C=O (formaldehyde), [BH-](OC(=O)C)(OC(=O)C)OC(=O)C.[Na+] (NaBH(OAc)3). Yields the product COC(\C=C\C=1C=C2C(CC3(CN(CCC3)C)OC2=CC1)=O)=O ((±)-(E)-3-[1′-methyl-4-oxo-spiro(chromane-2,3′-piperidine)-6-yl]-acrylic acid methyl ester). Isolated yield 96.3%. As a reaction SMILES: [CH3:1][O:2][C:3](=[O:29])/[CH:4]=[CH:5]/[C:6]1[CH:7]=[C:8]2[C:25](=[CH:26][CH:27]=1)[O:24][C:11]1([CH2:16][CH2:15][CH2:14][N:13]([C:17](OC(C)(C)C)=O)[CH2:12]1)[CH2:10][C:9]2=[O:28].C=O.[BH-](OC(C)=O)(OC(C)=O)OC(C)=O.[Na+]>>[CH3:1][O:2][C:3](=[O:29])/[CH:4]=[CH:5]/[C:6]1[CH:7]=[C:8]2[C:25](=[CH:26][CH:27]=1)[O:24][C:11]1([CH2:16][CH2:15][CH2:14][N:13]([CH3:17])[CH2:12]1)[CH2:10][C:9]2=[O:28] |f:2.3|. Reported procedure: (±)-(E)-3-[1′-Methyl-4-oxo-spiro(chromane-2,3′-piperidine)-6-yl]-acrylic acid methyl ester was synthesized starting from Intermediate 2 (800 mg, 2.37 mmol), according to the procedure for preparation of Example 13, Step A, using aqueous 37% formaldehyde solution (0.212 ml, 2.85 mmol), and NaBH(OAc)3 (754 mg, 3.55 mmol) giving (±)-(E)-3-[1′-methyl-4-oxo-spiro(chromane-2,3′-piperidine)-6-yl]-acrylic acid methyl ester as yellow solid (720 mg). Reactants: OC=1C=C(C=O)C=C(C1O)[N+](=O)[O-] (3,4-dihydroxy-5-nitrobenzaldehyde), C(#N)CC(=O)OCC (ethyl cyanoacetate), C(C)(=O)[O-].[NH4+] (ammonium acetate). Solvent: C(C)O (ethanol). Product: C(#N)C(C(=O)OCC)=CC1=CC(=C(C(=C1)[N+](=O)[O-])O)O (Ethyl 2-cyano-3-(3,4-dihydroxy-5-nitrophenyl)acrylate). Reaction SMILES: [OH:1][C:2]1[CH:3]=[C:4]([CH:7]=[C:8]([N+:11]([O-:13])=[O:12])[C:9]=1[OH:10])[CH:5]=O.[C:14]([CH2:16][C:17]([O:19][CH2:20][CH3:21])=[O:18])#[N:15].C([O-])(=O)C.[NH4+]>C(O)C>[C:14]([C:16](=[CH:5][C:4]1[CH:7]=[C:8]([N+:11]([O-:13])=[O:12])[C:9]([OH:10])=[C:2]([OH:1])[CH:3]=1)[C:17]([O:19][CH2:20][CH3:21])=[O:18])#[N:15] |f:2.3|. Procedure: The procedure described in Example 4 was repeated using 1.0 g of 3,4-dihydroxy-5-nitrobenzaldehyde, 0.9 g of ethyl cyanoacetate and 0.15 g of ammonium acetate in 10 ml of ethanol. Yield 0.87 g (57%), m.p. 205°-210° C.